From a dataset of the Open Reaction Database (ORD), a public repository of structured organic reaction records. describe an organic reaction: reactants, conditions, products, and yield The reactants are COC(=O)CC1CCCN1, Cl, COCCOCOc1ccc(I)cc1CBr. Yields the product COCCOCOc1ccc(I)cc1CC(C(=O)OC)C1CCCN1. As a reaction SMILES: [CH3:2][O:3][C:4]([CH2:5][CH:6]1[NH:7][CH2:8][CH2:9][CH2:10]1)=[O:11].[ClH:1].[I:12][c:13]1[cH:14][cH:15][c:16]([O:21][CH2:22][O:23][CH2:24][CH2:25][O:26][CH3:27])[c:17]([CH2:18][Br:19])[cH:20]1>>[CH3:2][O:3][C:4]([CH:5]([CH:6]1[NH:7][CH2:8][CH2:9][CH2:10]1)[CH2:18][c:17]1[c:16]([O:21][CH2:22][O:23][CH2:24][CH2:25][O:26][CH3:27])[cH:15][cH:14][c:13]([I:12])[cH:20]1)=[O:11].